This data is from the Open Reaction Database (ORD), a public repository of structured organic reaction records. The task is: describe an organic reaction: reactants, conditions, products, and yield Reactants: ClCCCl, [Cl-], Cc1csc(-c2nn(CC(=O)O)c(=O)n2CC(C)C)c1Cl, Cl, NCc1ccccc1C(F)(F)F, [Na+], CN(C)C=O, O, On1nnc2ccccc21. Product: Cc1csc(-c2nn(CC(=O)NCc3ccccc3C(F)(F)F)c(=O)n2CC(C)C)c1Cl. RXN SMILES: [CH2:44]([Cl:45])[CH2:46][Cl:47].[Cl-:50].[Cl:1][c:2]1[c:3](-[c:8]2[n:9][n:10]([CH2:18][C:19](=[O:20])[OH:21])[c:11](=[O:17])[n:12]2[CH2:13][CH:14]([CH3:15])[CH3:16])[s:4][cH:5][c:6]1[CH3:7].[ClH:48].[F:22][C:23]([c:24]1[c:25]([CH2:26][NH2:27])[cH:28][cH:29][cH:30][cH:31]1)([F:32])[F:33].[Na+:49].[O:52]=[CH:53][N:54]([CH3:55])[CH3:56].[OH2:51].[OH:34][n:35]1[c:36]2[c:37]([cH:38][cH:39][cH:40][cH:41]2)[n:42][n:43]1>>[Cl:1][c:2]1[c:3](-[c:8]2[n:9][n:10]([CH2:18][C:19](=[O:21])[NH:27][CH2:26][c:25]3[c:24]([C:23]([F:22])([F:32])[F:33])[cH:31][cH:30][cH:29][cH:28]3)[c:11](=[O:17])[n:12]2[CH2:13][CH:14]([CH3:15])[CH3:16])[s:4][cH:5][c:6]1[CH3:7]. Reactants: O=C1OC(=O)C2=C1CCCC2, CC(=O)O, Nc1ccc(Cl)c(OC2CCCC2=O)c1. Product: O=C1CCCC1Oc1cc(N2C(=O)C3=C(CCCC3)C2=O)ccc1Cl. Reaction SMILES: [C:1]12=[C:2]([CH2:3][CH2:4][CH2:5][CH2:6]1)[C:7](=[O:8])[O:9][C:10]2=[O:11].[CH3:27][C:28](=[O:29])[OH:30].[Cl:12][c:13]1[c:14]([O:20][CH:21]2[C:22](=[O:26])[CH2:23][CH2:24][CH2:25]2)[cH:15][c:16]([NH2:17])[cH:18][cH:19]1>>[C:1]12=[C:2]([CH2:3][CH2:4][CH2:5][CH2:6]1)[C:7](=[O:9])[N:17]([c:16]1[cH:15][c:14]([O:20][CH:21]3[C:22](=[O:26])[CH2:23][CH2:24][CH2:25]3)[c:13]([Cl:12])[cH:19][cH:18]1)[C:10]2=[O:11]. Reactants: ( b ), C(=S)=S (carbon disulfide), N1CCOCC1 (morpholine), C(C)P(=S)(SC(C)(C)C)SCCl (S-t-butyl S-chloromethyl ethylphosphonotrithioate), BrCCl (bromochloromethane), C(C)(C)(C)S (t-butyl mercaptan), C(C)P(=S)=S (ethylthionophosphine sulfide). The solvent is C(C)O (ethanol), C(C)N(CC)CC (triethylamine), C(C)O (ethanol), O (water). The product is C(C)P(=S)(SC(C)(C)C)SCCl (S-t-butyl S-chloromethyl ethylphosphonotrithioate), C(C)P(=S)(SC(C)(C)C)SCSC(=S)N1CCOCC1 (S-t-Butyl S-(morpholinothiocarbonylthiomethyl) Ethylphosphonotrithioate). Reaction SMILES: [C:1](=[S:3])=[S:2].[NH:4]1[CH2:9][CH2:8][O:7][CH2:6][CH2:5]1.[CH2:10]([P:12]([S:19][CH2:20][Cl:21])([S:14][C:15]([CH3:18])([CH3:17])[CH3:16])=[S:13])[CH3:11].C(P(=S)=S)C.C(S)(C)(C)C.BrCCl>C(O)C.O.C(N(CC)CC)C>[CH2:10]([P:12]([S:19][CH2:20][Cl:21])([S:14][C:15]([CH3:16])([CH3:18])[CH3:17])=[S:13])[CH3:11].[CH2:10]([P:12]([S:19][CH2:20][S:3][C:1]([N:4]1[CH2:9][CH2:8][O:7][CH2:6][CH2:5]1)=[S:2])([S:14][C:15]([CH3:18])([CH3:17])[CH3:16])=[S:13])[CH3:11]. Procedure details: To a solution of 0.274 ml (0.347 g, 0.0046 mole) of carbon disulfide in 20 ml of ethanol was added 0.80 ml (0.80 g, 0.0091 mole) of morpholine. A white mixture resulted. The mixture was heated to reflux and a solution of 1.0 g (0.0038 mole) of S-t-butyl S-chloromethyl ethylphosphonotrithioate in 3 ml at ethanol was added. (The S-t-butyl S-chloromethyl ethylphosphonotrithioate was prepared according to the procedure of Example I, steps (a) and (b), from ethylthionophosphine sulfide, t-butyl merca... Starting materials: C(C1=C(C=CC=C1)SSC1=C(C(=O)Cl)C=CC=C1)(=O)Cl (2,2'-dithiobisbenzoyl chloride), ClC=1C=C(N)C=C(C1)Cl (3,5-dichloroaniline). Solvent: N1=CC=CC=C1 (pyridine), ClCCl (dichloromethane). The product is ClC=1C=C(C=C(C1)Cl)NC(C1=C(C=CC=C1)SSC1=C(C(=O)NC2=CC(=CC(=C2)Cl)Cl)C=CC=C1)=O (2,2'-Dithiobis[N-(3,5-dichlorophenyl)benzamide]). Yield: 22.5%. As a reaction SMILES: [C:1](Cl)(=[O:19])[C:2]1[CH:7]=[CH:6][CH:5]=[CH:4][C:3]=1[S:8][S:9][C:10]1[CH:18]=[CH:17][CH:16]=[CH:15][C:11]=1[C:12](Cl)=[O:13].[Cl:21][C:22]1[CH:23]=[C:24]([CH:26]=[C:27]([Cl:29])[CH:28]=1)[NH2:25]>ClCCl.N1C=CC=CC=1>[Cl:21][C:22]1[CH:23]=[C:24]([NH:25][C:1](=[O:19])[C:2]2[CH:7]=[CH:6][CH:5]=[CH:4][C:3]=2[S:8][S:9][C:10]2[CH:18]=[CH:17][CH:16]=[CH:15][C:11]=2[C:12]([NH:25][C:24]2[CH:23]=[C:22]([Cl:21])[CH:28]=[C:27]([Cl:29])[CH:26]=2)=[O:13])[CH:26]=[C:27]([Cl:29])[CH:28]=1. Procedure details: This compound was prepared according to the general method of Example 77 using 2,2'-dithiobisbenzoyl chloride (2.00 g, 5.83 mmol) in 50 mL of dichloromethane and 3,5-dichloroaniline (1.87 g, 11.7 mmol) in 15 mL of pyridine. The crude product was recrystallized from ethanol, then ethyl ether to yield 0.78 g of the title compound, mp 235°-236° C. The reactants are C[Si](C)(C)CCN1C(=O)CN(c2ccc(CC3CCCCC3NS(C)(=O)=O)cc2OCc2ccccc2)S1(=O)=O, CCOC(C)=O, CN(C)C=O. The product is CS(=O)(=O)NC1CCCCC1Cc1ccc(N2CC(=O)NS2(=O)=O)c(OCc2ccccc2)c1. Reaction SMILES: [CH2:1]([c:2]1[cH:3][cH:4][cH:5][cH:6][cH:7]1)[O:8][c:9]1[cH:10][c:11]([CH2:12][CH:13]2[CH:14]([NH:19][S:20](=[O:21])(=[O:22])[CH3:23])[CH2:15][CH2:16][CH2:17][CH2:18]2)[cH:24][cH:25][c:26]1[N:27]1[S:28](=[O:39])(=[O:40])[N:29]([CH2:33][CH2:34][Si:35]([CH3:36])([CH3:37])[CH3:38])[C:30](=[O:32])[CH2:31]1.[CH3:41][CH2:42][O:43][C:44](=[O:45])[CH3:46].[O:47]=[CH:48][N:49]([CH3:50])[CH3:51]>>[CH2:1]([c:2]1[cH:3][cH:4][cH:5][cH:6][cH:7]1)[O:8][c:9]1[cH:10][c:11]([CH2:12][CH:13]2[CH:14]([NH:19][S:20](=[O:21])(=[O:22])[CH3:23])[CH2:15][CH2:16][CH2:17][CH2:18]2)[cH:24][cH:25][c:26]1[N:27]1[S:28](=[O:39])(=[O:40])[NH:29][C:30](=[O:32])[CH2:31]1. Conditions: time 30 minute. Starting materials: C1(=CC=CC=C1)C1=C(CBr)C=CC=C1 (2-phenylbenzyl bromide), [H-].[Na+] (NaH), COC1=NC=CC2=C1C=C(N2)C (4-Methoxy-2-methyl-1H-pyrrolo[3,2-c]pyridine). As a reaction SMILES: [H-].[Na+].[CH3:3][O:4][C:5]1[C:10]2[CH:11]=[C:12]([CH3:14])[NH:13][C:9]=2[CH:8]=[CH:7][N:6]=1.[C:15]1([C:21]2[CH:28]=[CH:27][CH:26]=[CH:25][C:22]=2[CH2:23]Br)[CH:20]=[CH:19][CH:18]=[CH:17][CH:16]=1>C1COCC1>[C:21]1([C:15]2[CH:16]=[CH:17][CH:18]=[CH:19][CH:20]=2)[CH:28]=[CH:27][CH:26]=[CH:25][C:22]=1[CH2:23][N:13]1[C:9]2[CH:8]=[CH:7][N:6]=[C:5]([O:4][CH3:3])[C:10]=2[CH:11]=[C:12]1[CH3:14] |f:0.1|. Product: C1(=C(C=CC=C1)CN1C(=CC=2C(=NC=CC21)OC)C)C2=CC=CC=C2 (1-Biphenyl-2-ylmethyl-4-methoxy-2-methyl-1H-pyrrolo[3,2-c]pyridine). Procedure: To a stirred suspension of NaH (98 mg, 2.5 mmol, 60% in mineral oil) in THF (10 mL), 4-methoxy-2-methyl-1H-pyrrolo[3,2-c]pyridine 3 (280 mg, 1.72 mmol) in THF (3 mL) was added. The mixture was stirred at room temperature for 30 min, and then 2-phenylbenzyl bromide (0.40 mL, 2.2 mmol) was added, stirring was continued for 18 h. The reaction mixture was quenched with saturated NH4Cl (20 mL), extracted with EtOAc (3×40 mL). The combined organic extracts were washed with water (40 mL), brine (40 mL)... The solvent is C1CCOC1 (THF), C1CCOC1 (THF). Reactants: [C-]1=CC=CC2=CC=CC=C12.[Li+] (lithium naphthalenide), C1(=CC=CC=C1)SC1(CC1)OC1=C(C=O)C=C(C=C1)OC(F)(F)F (2-(1-phenylthiocycloprop-1-yl)oxy-5-(trifluoromethoxy)benzaldehyde), O (water). The solvent is C1CCOC1 (THF), C1CCOC1 (THF). Run at time 5 minute. The product is C1(CC1)OC1=C(C=O)C=C(C=C1)OC(F)(F)F (2-Cyclopropoxy-5-(trifluoromethoxy)benzaldehyde). Yield: 6.0%. RXN SMILES: C1(S[C:8]2([O:11][C:12]3[CH:19]=[CH:18][C:17]([O:20][C:21]([F:24])([F:23])[F:22])=[CH:16][C:13]=3[CH:14]=[O:15])[CH2:10][CH2:9]2)C=CC=CC=1.[C-]1C2C(=CC=CC=2)C=CC=1.[Li+].O>C1COCC1>[CH:8]1([O:11][C:12]2[CH:19]=[CH:18][C:17]([O:20][C:21]([F:22])([F:23])[F:24])=[CH:16][C:13]=2[CH:14]=[O:15])[CH2:10][CH2:9]1 |f:1.2|. Reported procedure: Freshly cut lithium metal (97 mg, 13.9 mmol) was added to a solution of naphthalene (1.77 g, 13.9 mmol) in THF (20 mL) and the mixture was sonicated at room temperature for 30 min. to produce a dark green solution of lithium naphthalenide. A solution of 2-(1-phenylthiocycloprop-1-yl)oxy-5-(trifluoromethoxy)benzaldehyde (Description 1, 96 mg, 0.27 mmol) in THF (2 mL) was cooled to −78° C. and the solution of lithium naphthalenide in THF (2 mL) was added dropwise until the intense green colour per...